This data is from the Open Reaction Database (ORD), a public repository of structured organic reaction records. The task is: describe an organic reaction: reactants, conditions, products, and yield Reactants: ClC1=CC=C(S1)C(=O)NCC=1N=NN(C1)C1=CC=C(C=C1)N1C(C(=CC=C1)OCCSC)=O (5-Chloro-N-((1-(4-(3-(2-(methylthio)ethoxy)-2-oxopyridin-1(2H)-yl)phenyl)-1H-1,2,3-triazol-4-yl)methyl)thiophene-2-carboxamide), CO (methanol), OOS(=O)[O-].[K+] (oxone). The solvent is O (water). Conditions: time 1 hour. Product: ClC1=CC=C(S1)C(=O)NCC=1N=NN(C1)C1=CC=C(C=C1)N1C(C(=CC=C1)OCCS(=O)(=O)C)=O (5-Chloro-N-((1-(4-(3-(2-(methylsulfonyl)ethoxy)-2-oxopyridin-1(2H)-yl)phenyl)-1H-1,2,3-triazol-4-yl)methyl)thiophene-2-carboxamide). RXN SMILES: [Cl:1][C:2]1[S:6][C:5]([C:7]([NH:9][CH2:10][C:11]2[N:12]=[N:13][N:14]([C:16]3[CH:21]=[CH:20][C:19]([N:22]4[CH:27]=[CH:26][CH:25]=[C:24]([O:28][CH2:29][CH2:30]SC)[C:23]4=[O:33])=[CH:18][CH:17]=3)[CH:15]=2)=[O:8])=[CH:4][CH:3]=1.[CH3:34]O.O[O:37][S:38]([O-:40])=O.[K+]>O>[Cl:1][C:2]1[S:6][C:5]([C:7]([NH:9][CH2:10][C:11]2[N:12]=[N:13][N:14]([C:16]3[CH:17]=[CH:18][C:19]([N:22]4[CH:27]=[CH:26][CH:25]=[C:24]([O:28][CH2:29][CH2:30][S:38]([CH3:34])(=[O:40])=[O:37])[C:23]4=[O:33])=[CH:20][CH:21]=3)[CH:15]=2)=[O:8])=[CH:4][CH:3]=1 |f:2.3|. Procedure details: To a solution of Example 48 in a 2:1 mixture of methanol and water was added 3 equivalent of oxone. The mixture was stirred at room temperature for 1 hr and directly subjected to reverse phase HPLC to isolate the title compound as a white powder after lyophilization. MS found for C22H20ClN5O5S2 (M+H)+ 534.1, 536.1 (Cl pattern). Starting materials: C1CCOC1, C[Si](C)(C)[N-][Si](C)(C)C, Cl, O=C1Cc2cc(F)ccc2N1, [Li+], O=C1OCc2nc(CN3CCN(CCOCCO)CC3)ccc21. Yields the product O=C1Nc2ccc(F)cc2C1=C1OCc2nc(CN3CCN(CCOCCO)CC3)ccc21. Reaction SMILES: [CH2:46]1[O:47][CH2:48][CH2:49][CH2:50]1.[CH3:12][Si:13]([N-:14][Si:15]([CH3:16])([CH3:17])[CH3:18])([CH3:19])[CH3:20].[ClH:45].[F:1][c:2]1[cH:3][c:4]2[c:8]([cH:9][cH:10]1)[NH:7][C:6](=[O:11])[CH2:5]2.[Li+:21].[OH:22][CH2:23][CH2:24][O:25][CH2:26][CH2:27][N:28]1[CH2:29][CH2:30][N:31]([CH2:34][c:35]2[cH:36][cH:37][c:38]3[c:39]([n:40]2)[CH2:41][O:42][C:43]3=[O:44])[CH2:32][CH2:33]1>>[F:1][c:2]1[cH:3][c:4]2[c:8]([cH:9][cH:10]1)[NH:7][C:6](=[O:11])[C:5]2=[C:43]1[c:38]2[cH:37][cH:36][c:35]([CH2:34][N:31]3[CH2:30][CH2:29][N:28]([CH2:27][CH2:26][O:25][CH2:24][CH2:23][OH:22])[CH2:33][CH2:32]3)[n:40][c:39]2[CH2:41][O:42]1. Starting materials: O=C(n1ccnc1)n1ccnc1, CN(C)C=O, NS(=O)(=O)C1CC1, Cc1ccc(F)cc1C1Nc2ccc(C(=O)O)cc2CC1(C)C, [H-], [Na+]. Product: Cc1ccc(F)cc1C1Nc2ccc(C(=O)NS(=O)(=O)C3CC3)cc2CC1(C)C. As a reaction SMILES: [C:33]([n:34]1[cH:35][cH:36][n:37][cH:38]1)([n:39]1[cH:40][cH:41][n:42][cH:43]1)=[O:44].[CH3:45][N:46]([CH3:47])[CH:48]=[O:49].[CH:1]1([S:4](=[O:5])(=[O:6])[NH2:7])[CH2:2][CH2:3]1.[F:10][c:11]1[cH:12][cH:13][c:14]([CH3:32])[c:15]([CH:17]2[NH:18][c:19]3[cH:20][cH:21][c:22]([C:29](=[O:30])[OH:31])[cH:23][c:24]3[CH2:25][C:26]2([CH3:27])[CH3:28])[cH:16]1.[H-:8].[Na+:9]>>[CH:1]1([S:4](=[O:5])(=[O:6])[NH:7][C:29]([c:22]2[cH:21][cH:20][c:19]3[c:24]([cH:23]2)[CH2:25][C:26]([CH3:27])([CH3:28])[CH:17]([c:15]2[c:14]([CH3:32])[cH:13][cH:12][c:11]([F:10])[cH:16]2)[NH:18]3)=[O:30])[CH2:2][CH2:3]1. Starting materials: CC(C)[N-]C(C)C, CC(C)NC(C)C, COC(=O)c1c(F)cccc1C(F)(F)F, [Li+], O=C=O, C1CCOC1. The product is COC(=O)c1c(C(F)(F)F)ccc(C(=O)O)c1F. RXN SMILES: [CH:1]([N-:2][CH:3]([CH3:4])[CH3:5])([CH3:6])[CH3:7].[CH:9]([NH:10][CH:11]([CH3:12])[CH3:13])([CH3:14])[CH3:15].[F:16][c:17]1[c:18]([C:19](=[O:20])[O:21][CH3:22])[c:23]([C:27]([F:28])([F:29])[F:30])[cH:24][cH:25][cH:26]1.[Li+:8].[O:31]=[C:32]=[O:33].[O:34]1[CH2:35][CH2:36][CH2:37][CH2:38]1>>[F:16][c:17]1[c:18]([C:19](=[O:20])[O:21][CH3:22])[c:23]([C:27]([F:28])([F:29])[F:30])[cH:24][cH:25][c:26]1[C:32](=[O:31])[OH:33]. The reactants are BrC1=C(C=CC=C1)COC1=CC=C(C=C1)C1=CC=CC=C1 (1-bromo-2-(biphenyl-4-yloxymethyl)benzene), [Mg] (magnesium), BrC(C)Br (dibromoethane), C(C(=O)Cl)(=O)Cl (oxalyl chloride), Cl (HCl), solution, CN (methylamine). Solvent: O (water), C1CCOC1 (THF), C1CCOC1 (THF), C1CCOC1 (THF), C1CCOC1 (THF), CO (methanol). Reaction conditions: temperature 65 celsius, time 1 hour. The product is CNC(C(=O)C1=C(C=CC=C1)COC1=CC=C(C=C1)C1=CC=CC=C1)=O (N-methyl-2-[2-(biphenyl-4-yloxymethyl)phenyl]-2-oxoacetamide). Yield: 71.0%. As a reaction SMILES: Br[C:2]1[CH:7]=[CH:6][CH:5]=[CH:4][C:3]=1[CH2:8][O:9][C:10]1[CH:15]=[CH:14][C:13]([C:16]2[CH:21]=[CH:20][CH:19]=[CH:18][CH:17]=2)=[CH:12][CH:11]=1.[Mg].BrC(Br)C.[C:27](Cl)(=[O:31])[C:28](Cl)=[O:29].[CH3:33][NH2:34].Cl>C1COCC1.CO.O>[CH3:33][NH:34][C:27](=[O:31])[C:28]([C:2]1[CH:7]=[CH:6][CH:5]=[CH:4][C:3]=1[CH2:8][O:9][C:10]1[CH:15]=[CH:14][C:13]([C:16]2[CH:21]=[CH:20][CH:19]=[CH:18][CH:17]=2)=[CH:12][CH:11]=1)=[O:29]. Procedure details: In a stream of argon gas, 1-bromo-2-(biphenyl-4-yloxymethyl)benzene (33.92 g, 0.1 mol) in dry THF (140 ml) was dropwise added to a mixture of magnesium (4.86 g, 0.2 mol) and dibromoethane (0.2 ml) in dry THF (20 ml) at 50° to 60° C. over 40 minutes. The reaction mixture was stirred at 65° C. for 1 hour, diluted with dry THF (90 ml) and cooled below 20° C. This mixture was dropwise added to a solution of oxalyl chloride (15.23 g, 0.12 mol) in dry THF (250 ml) at -50° C. over 15 minutes, followed ... Starting materials: E9, ClC1=CC=C(C=N1)OC1=C(C=C(C=C1)CO)F ((4-((6-chloropyridin-3-yl)oxy)-3-fluorophenyl)methanol), ClC=1C=C2N(C(N1)=O)CC(N2C)(C)C (7-chloro-1,2,2-trimet-hyl-2,3-dihydroimidazo[1,2-c]pyrimidin-5(1H)-one). The product is ClC1=CC=C(C=N1)OC1=C(C=C(COC=2C=C3N(C(N2)=O)CC(N3C)(C)C)C=C1)F (7-((4-((6-chloropyridin-3-yl)oxy)-3-fluorobenzyl)oxy)-1,2,2-trimethyl-2,3-dihydroimidazo[1,2-c]pyrimidin-5(1H)-one). As a reaction SMILES: [Cl:1][C:2]1[N:7]=[CH:6][C:5]([O:8][C:9]2[CH:14]=[CH:13][C:12]([CH2:15][OH:16])=[CH:11][C:10]=2[F:17])=[CH:4][CH:3]=1.Cl[C:19]1[CH:20]=[C:21]2[N:28]([CH3:29])[C:27]([CH3:31])([CH3:30])[CH2:26][N:22]2[C:23](=[O:25])[N:24]=1>>[Cl:1][C:2]1[N:7]=[CH:6][C:5]([O:8][C:9]2[CH:14]=[CH:13][C:12]([CH2:15][O:16][C:19]3[CH:20]=[C:21]4[N:28]([CH3:29])[C:27]([CH3:31])([CH3:30])[CH2:26][N:22]4[C:23](=[O:25])[N:24]=3)=[CH:11][C:10]=2[F:17])=[CH:4][CH:3]=1. Procedure details: The title compound was prepared by a procedure similar to that described for E9 starting from (4-((6-chloropyridin-3-yl)oxy)-3-fluorophenyl)methanol and 7-chloro-1,2,2-trimet-hyl-2,3-dihydroimidazo[1,2-c]pyrimidin-5(1H)-one.